From a dataset of the Open Reaction Database (ORD), a public repository of structured organic reaction records. describe an organic reaction: reactants, conditions, products, and yield Starting materials: O=C([O-])[O-], CCOC(=O)CCCc1c(C)n(CCCC(=O)OCC)c2c(C#Cc3ccc(OC(C)=O)cc3)cccc12, COCCOC, CCO, [K+], [K+], O. Product: CCOC(=O)CCCc1c(C)n(CCCC(=O)OCC)c2c(C#Cc3ccc(O)cc3)cccc12. As a reaction SMILES: [C:1](=[O:2])([O-:3])[O-:4].[C:7](=[O:8])([CH3:9])[O:10][c:11]1[cH:12][cH:13][c:14]([C:17]#[C:18][c:19]2[cH:20][cH:21][cH:22][c:23]3[c:24]([CH2:37][CH2:38][CH2:39][C:40](=[O:41])[O:42][CH2:43][CH3:44])[c:25]([CH3:36])[n:26]([CH2:28][CH2:29][CH2:30][C:31](=[O:32])[O:33][CH2:34][CH3:35])[c:27]23)[cH:15][cH:16]1.[CH2:48]([CH2:49][O:50][CH3:51])[O:52][CH3:53].[CH3:45][CH2:46][OH:47].[K+:5].[K+:6].[OH2:54]>>[OH:10][c:11]1[cH:12][cH:13][c:14]([C:17]#[C:18][c:19]2[cH:20][cH:21][cH:22][c:23]3[c:24]([CH2:37][CH2:38][CH2:39][C:40](=[O:41])[O:42][CH2:43][CH3:44])[c:25]([CH3:36])[n:26]([CH2:28][CH2:29][CH2:30][C:31](=[O:32])[O:33][CH2:34][CH3:35])[c:27]23)[cH:15][cH:16]1.